Dataset: the Open Reaction Database (ORD), a public repository of structured organic reaction records. Task: describe an organic reaction: reactants, conditions, products, and yield Starting materials: C(CCC)N1CCC(C(=O)OCC)CC1 (ethyl 1-n-butylisonipecotate), C(CCC)N1CCC(C(=O)O)CC1 (1-n-butylisonipecotic acid), [H-].[Al+3].[Li+].[H-].[H-].[H-] (lithium aluminum hydride), aqueous solution, [OH-].[Na+] (sodium hydroxide), S(=O)(=O)([O-])[O-].[Mg+2] (magnesium sulfate). Solvent: C1CCOC1 (THF), O (water), C1CCOC1 (THF), O (water). Run at time 30 minute. Product: C(CCC)N1CCC(CC1)CO ((1-n-Butyl-4-piperidyl)methanol). Yield: 115.2%. As a reaction SMILES: [H-].[Al+3].[Li+].[H-].[H-].[H-].[CH2:7]([N:11]1[CH2:21][CH2:20][CH:14]([C:15](OCC)=[O:16])[CH2:13][CH2:12]1)[CH2:8][CH2:9][CH3:10].C(N1CCC(C(O)=O)CC1)CCC.[OH-].[Na+].S([O-])([O-])(=O)=O.[Mg+2]>C1COCC1.O>[CH2:7]([N:11]1[CH2:21][CH2:20][CH:14]([CH2:15][OH:16])[CH2:13][CH2:12]1)[CH2:8][CH2:9][CH3:10] |f:0.1.2.3.4.5,8.9,10.11|. Procedure details: A suspension of lithium aluminum hydride (1.39 g) in THF (100 ml) was ice-cooled, to which was added dropwise a solution of a mixture (4.15 g) of ethyl 1-n-butylisonipecotate and 1-n-butylisonipecotic acid obtained in Preparation Example 19 in THF (100 ml) over a period of 15 minutes with stirring. The mixture was stirred under ice-cooling for 10 minutes, and then at room temperature for 30 minutes. To the reaction solution were successively added water (2 ml), a 15% aqueous solution of sodium h... Starting materials: O=C1CCC(NC(=O)OCc2ccccc2)(C(=O)O)O1, CI, CN(C)C=O, [H-], [Na+], O. The product is COC(=O)C1(NC(=O)OCc2ccccc2)CCC(=O)O1. As a reaction SMILES: [CH2:3]([c:4]1[cH:5][cH:6][cH:7][cH:8][cH:9]1)[O:10][C:11](=[O:12])[NH:13][C:14]1([C:20](=[O:21])[OH:22])[O:15][C:16](=[O:19])[CH2:17][CH2:18]1.[CH3:23][I:24].[CH3:26][N:27]([CH3:28])[CH:29]=[O:30].[H-:1].[Na+:2].[OH2:25]>>[CH2:3]([c:4]1[cH:5][cH:6][cH:7][cH:8][cH:9]1)[O:10][C:11](=[O:12])[NH:13][C:14]1([C:20](=[O:21])[O:22][CH3:23])[O:15][C:16](=[O:19])[CH2:17][CH2:18]1. Product: FC1=CC=C(C=C1)CC(=O)Cl (4-Fluorophenylacetyl chloride). Reported procedure: A solution of 150 g (0.974 mol) of 4-fluorophenylacetic acid an 1 mL of N,N-dimethylformamide in 500 mL of toluene at 40 ° C. was treated with 20 mL of thionyl chloride and heated to 400° C. An additional 61.2 mL of thionyl chloride was added dropwise over 1.5 hours. After the addition, the solution was heated at 50° C. for 1 hour, the solvent was removed in vacuo and the residual oil was distilled at reduced pressure (1.5 mmHg) to afford 150.4 g (89.5%) of the title compound, bp=68°-70 ° C. Solvent: C1(=CC=CC=C1)C (toluene). Reaction SMILES: [F:1][C:2]1[CH:7]=[CH:6][C:5]([CH2:8][C:9]([OH:11])=O)=[CH:4][CH:3]=1.CN(C)C=O.S(Cl)([Cl:19])=O>C1(C)C=CC=CC=1>[F:1][C:2]1[CH:7]=[CH:6][C:5]([CH2:8][C:9]([Cl:19])=[O:11])=[CH:4][CH:3]=1. Reactants: S(=O)(Cl)Cl (thionyl chloride), FC1=CC=C(C=C1)CC(=O)O (4-fluorophenylacetic acid), CN(C=O)C (N,N-dimethylformamide), S(=O)(Cl)Cl (thionyl chloride). Isolated yield 89.5%. Run at temperature 400 celsius.